This data is from the Open Reaction Database (ORD), a public repository of structured organic reaction records. The task is: describe an organic reaction: reactants, conditions, products, and yield Starting materials: N1C[C@H](CC1)NC(=O)C12CC3CC(CC(C1)C3)C2 ((S)-N-(Pyrrolidin-3-yl)-1-adamantanecarboxamide), BrCCC1=CC=CC=C1 (2-bromoethylbenzene), C([O-])([O-])=O.[K+].[K+] (potassium carbonate). The solvent is CN(C)C=O (DMF). Run at temperature 70 celsius. Yields the product C1(=CC=CC=C1)CCN1C[C@H](CC1)NC(=O)C12CC3CC(CC(C1)C3)C2 ((S)-N-(1-(2-phenylethyl)pyrrolidin-3-yl)-1-adamantanecarboxamide). The yield is 77.8%. As a reaction SMILES: [NH:1]1[CH2:5][CH2:4][C@H:3]([NH:6][C:7]([C:9]23[CH2:18][CH:13]4[CH2:14][CH:15]([CH2:17][CH:11]([CH2:12]4)[CH2:10]2)[CH2:16]3)=[O:8])[CH2:2]1.Br[CH2:20][CH2:21][C:22]1[CH:27]=[CH:26][CH:25]=[CH:24][CH:23]=1.C(=O)([O-])[O-].[K+].[K+]>CN(C=O)C>[C:22]1([CH2:21][CH2:20][N:1]2[CH2:5][CH2:4][C@H:3]([NH:6][C:7]([C:9]34[CH2:18][CH:13]5[CH2:14][CH:15]([CH2:17][CH:11]([CH2:12]5)[CH2:10]3)[CH2:16]4)=[O:8])[CH2:2]2)[CH:27]=[CH:26][CH:25]=[CH:24][CH:23]=1 |f:2.3.4|. Reported procedure: (S)-N-(Pyrrolidin-3-yl)-1-adamantanecarboxamide (3.9 g) and 2-bromoethylbenzene (2.9 g) were dissolved in DMF, and potassium carbonate was added. The mixture was stirred under heating at 70° C. for 5 hours, and after the completion of the reaction, the solvent was evaporated under reduced pressure. Ethyl acetate was added to the obtained residue and the mixture was washed with saturated brine. The solvent was evaporated under reduced pressure, and the obtained residue was subjected to silica gel... The reactants are Example 1 ( b ), CC(C1=CC=CC=C1)N ((+)-α-methylbenzylamine), C(C1=CC=CC=C1)OC(=O)NCC(=O)N[C@@H](C)P(O)(O)=O ((1R)-1-[(N-benzyloxycarbonyl-glycyl)amino] -ethylphosphonic acid). The product is NCC(=O)N[C@@H](C)P(O)(O)=O ((1R)-1-glycylamino-ethylphosphonic acid). RXN SMILES: CC(N)C1C=CC=CC=1.C(OC([NH:20][CH2:21][C:22]([NH:24][C@H:25]([P:27](=[O:30])([OH:29])[OH:28])[CH3:26])=[O:23])=O)C1C=CC=CC=1>>[NH2:20][CH2:21][C:22]([NH:24][C@H:25]([P:27](=[O:28])([OH:30])[OH:29])[CH3:26])=[O:23]. Reported procedure: In the manner analogous to that given in Example 1 (b), from the (+)-α-methylbenzylamine salt of (1R)-1-[(N-benzyloxycarbonyl-glycyl)amino] -ethylphosphonic acid there was obtained (1R)-1-glycylamino-ethylphosphonic acid of melting point 277°-280° C (decomposition); [α]D20 =- 69.6°(c = 1% in water). Reactants: BrC=1C(=C(C=C(C1)Cl)C(C)=O)O (3′-bromo-5′-chloro-2′-hydroxyacetophenone), C([O-])([O-])=O.[K+].[K+] (potassium carbonate), BrCCBr (1,2-dibromoethane). Run in CN(C=O)C (N,N-dimethylformamide), O (water). Reaction conditions: temperature 50 celsius, time 8 hour. The product is BrC=1C(=C(C=C(C1)Cl)C(C)=O)OCCBr (3′-Bromo-2′-(2-bromoethoxy)-5′-chloroacetophenone). The yield is 123.4%. Reaction SMILES: [Br:1][C:2]1[C:3]([OH:12])=[C:4]([C:9](=[O:11])[CH3:10])[CH:5]=[C:6]([Cl:8])[CH:7]=1.C(=O)([O-])[O-].[K+].[K+].[Br:19][CH2:20][CH2:21]Br>CN(C)C=O.O>[Br:1][C:2]1[C:3]([O:12][CH2:21][CH2:20][Br:19])=[C:4]([C:9](=[O:11])[CH3:10])[CH:5]=[C:6]([Cl:8])[CH:7]=1 |f:1.2.3|. Reported procedure: A suspension of 3′-bromo-5′-chloro-2′-hydroxyacetophenone (2.4 g, 10 mmol), potassium carbonate (2.8 g, 20 mmol) and 1,2-dibromoethane (3.5 mL, 41 mmol) in anhydrous N,N-dimethylformamide (30 mL) was stirred at 50° C. overnight. After cooling, the reaction mixture was diluted with water (100 mL), and the whole was extracted with ethyl acetate (100 mL). The organic layer was washed with saturated aqueous ammonium chloride solution (50 mL, twice) and brine (50 mL) and dried over anhydrous magnesiu... The reactants are ClB(Cl)Cl, CCC1C(=O)N(C)c2cc(F)ccc2N1C(=O)c1ccc(OC)cc1, CCCC[N+](CCCC)(CCCC)CCCC, ClCCl, [I-]. Yields the product CCC1C(=O)N(C)c2cc(F)ccc2N1C(=O)c1ccc(O)cc1. RXN SMILES: [B:26]([Cl:27])([Cl:28])[Cl:29].[CH2:1]([CH3:2])[CH:3]1[C:4](=[O:25])[N:5]([CH3:24])[c:6]2[cH:7][c:8]([F:23])[cH:9][cH:10][c:11]2[N:12]1[C:13]([c:14]1[cH:15][cH:16][c:17]([O:20][CH3:21])[cH:18][cH:19]1)=[O:22].[CH2:31]([N+:32]([CH2:33][CH2:34][CH2:35][CH3:36])([CH2:37][CH2:38][CH2:39][CH3:40])[CH2:41][CH2:42][CH2:43][CH3:44])[CH2:45][CH2:46][CH3:47].[CH2:48]([Cl:49])[Cl:50].[I-:30]>>[CH2:1]([CH3:2])[CH:3]1[C:4](=[O:25])[N:5]([CH3:24])[c:6]2[cH:7][c:8]([F:23])[cH:9][cH:10][c:11]2[N:12]1[C:13]([c:14]1[cH:15][cH:16][c:17]([OH:20])[cH:18][cH:19]1)=[O:22]. The reactants are NCC(=O)N[C@H](CCCCNC(=O)OC(C)(C)C)C(=O)O (Glycyl-N6-(tert-butoxycarbonyl)-D-lysine), [Si](C)(C)(C(C)(C)C)O[C@@H](CS[C@@H]1[C@H](N(C1=O)C1=CC=C(C=C1)C#CCNS(=O)(=O)C)C1=CC=C(OCC(=O)O)C=C1)C1=CC=C(C=C1)F ({4-[(2R,3R)-3-{[(2R)-2-{[tert-butyl(dimethyl)silyl]oxy}-2-(4-fluorophenyl)ethyl]thio}-1-(4-{3-[(methylsulfonyl)amino]prop-1-yn-1-yl}phenyl)-4-oxoazetidin-2-yl]phenoxy}acetic acid), CN(C)C(=[N+](C)C)ON1C2=C(C=CC=C2)N=N1.[B-](F)(F)(F)F (TBTU), CN1CCOCC1 (N-methylmorpholine). Solvent: CN(C)C=O (DMF). Run at temperature 30 celsius, time 5 minute. Yields the product [Si](C)(C)(C(C)(C)C)O[C@@H](CS[C@@H]1[C@H](N(C1=O)C1=CC=C(C=C1)C#CCNS(=O)(=O)C)C1=CC=C(OCC(=O)NCC(=O)N[C@H](CCCCNC(=O)OC(C)(C)C)C(=O)O)C=C1)C1=CC=C(C=C1)F (N-({4-[(2R,3R)-3-{[(2R)-2-{[tert-butyl(dimethyl)silyl]oxy}-2-(4-fluorophenyl)ethyl]thio}-1-(4-{3-[(methylsulfonyl)amino]prop-1-yn-1-yl}phenyl)-4-oxoazetidin-2-yl]phenoxy}acetyl)glycyl-N6-(tert-butoxycarbonyl)-D-lysine). RXN SMILES: [Si:1]([O:8][C@H:9]([C:42]1[CH:47]=[CH:46][C:45]([F:48])=[CH:44][CH:43]=1)[CH2:10][S:11][C@H:12]1[C:15](=[O:16])[N:14]([C:17]2[CH:22]=[CH:21][C:20]([C:23]#[C:24][CH2:25][NH:26][S:27]([CH3:30])(=[O:29])=[O:28])=[CH:19][CH:18]=2)[C@@H:13]1[C:31]1[CH:41]=[CH:40][C:34]([O:35][CH2:36][C:37]([OH:39])=O)=[CH:33][CH:32]=1)([C:4]([CH3:7])([CH3:6])[CH3:5])([CH3:3])[CH3:2].CN1CCOCC1.CN(C(ON1N=NC2C=CC=CC1=2)=[N+](C)C)C.[B-](F)(F)(F)F.[NH2:78][CH2:79][C:80]([NH:82][C@@H:83]([C:96]([OH:98])=[O:97])[CH2:84][CH2:85][CH2:86][CH2:87][NH:88][C:89]([O:91][C:92]([CH3:95])([CH3:94])[CH3:93])=[O:90])=[O:81]>CN(C=O)C>[Si:1]([O:8][C@H:9]([C:42]1[CH:47]=[CH:46][C:45]([F:48])=[CH:44][CH:43]=1)[CH2:10][S:11][C@H:12]1[C:15](=[O:16])[N:14]([C:17]2[CH:22]=[CH:21][C:20]([C:23]#[C:24][CH2:25][NH:26][S:27]([CH3:30])(=[O:28])=[O:29])=[CH:19][CH:18]=2)[C@@H:13]1[C:31]1[CH:41]=[CH:40][C:34]([O:35][CH2:36][C:37]([NH:78][CH2:79][C:80]([NH:82][C@@H:83]([C:96]([OH:98])=[O:97])[CH2:84][CH2:85][CH2:86][CH2:87][NH:88][C:89]([O:91][C:92]([CH3:94])([CH3:95])[CH3:93])=[O:90])=[O:81])=[O:39])=[CH:33][CH:32]=1)([C:4]([CH3:5])([CH3:7])[CH3:6])([CH3:2])[CH3:3] |f:2.3|. Procedure details: {4-[(2R,3R)-3-{[(2R)-2-{[tert-butyl(dimethyl)silyl]oxy}-2-(4-fluorophenyl)ethyl]thio}-1-(4-{3-[(methylsulfonyl)amino]prop-1-yn-1-yl}phenyl)-4-oxoazetidin-2-yl]phenoxy}acetic acid (Method 8) (15.1 mg, 0.021 mmol) was dissolved in DMF (1 ml, dry). N-methylmorpholine (7 μl, 0.064 mmol) was added and the reaction mixture was stirred at 30° C. for five minutes. TBTU (10.8 mg, 0.034 mmol) was added and the reaction mixture was stirred at the same conditions for 1 hour. Glycyl-N6-(tert-butoxycarbonyl)-... The reactants are ClC1=CC=C(C=C1)C1=C(C(=CC2=CC(=CC=C12)OC)C)C(C(=O)OCC)O (ethyl 2-(1-(4-chlorophenyl)-6-methoxy-3-methylnaphthalen-2-yl)-2-hydroxyacetate), Cl(=O)(=O)(=O)O (perchloric acid). Solvent: C(C)(C)(C)OC(C)=O (tert-butylacetate). Run at time 1.5 hour. The product is C(C)(C)(C)OC(C(=O)OCC)C1=C(C2=CC=C(C=C2C=C1C)OC)C1=CC=C(C=C1)Cl (ethyl 2-tert-butoxy-2-(1-(4-chlorophenyl)-6-methoxy-3-methylnaphthalen-2-yl)acetate). Yield: 105.0%. Reaction SMILES: [Cl:1][C:2]1[CH:7]=[CH:6][C:5]([C:8]2[C:17]3[C:12](=[CH:13][C:14]([O:18][CH3:19])=[CH:15][CH:16]=3)[CH:11]=[C:10]([CH3:20])[C:9]=2[CH:21]([OH:27])[C:22]([O:24][CH2:25][CH3:26])=[O:23])=[CH:4][CH:3]=1.Cl(O)(=O)(=O)=O>C(OC(=O)C)(C)(C)C>[C:5]([O:27][CH:21]([C:9]1[C:10]([CH3:20])=[CH:11][C:12]2[C:17](=[CH:16][CH:15]=[C:14]([O:18][CH3:19])[CH:13]=2)[C:8]=1[C:5]1[CH:4]=[CH:3][C:2]([Cl:1])=[CH:7][CH:6]=1)[C:22]([O:24][CH2:25][CH3:26])=[O:23])([CH3:8])([CH3:6])[CH3:4]. Procedure details: To a solution of ethyl 2-(1-(4-chlorophenyl)-6-methoxy-3-methylnaphthalen-2-yl)-2-hydroxyacetate (27 mg, 0.07 mmol) in tert-butylacetate (1.0 mL) was added 70% perchloric acid (0.012 mL, 0.14 mmol) and the reaction was stirred at room temperature for 1.5 hours. The reaction was quenched with solid sodium bicarbonate, water (2 mL) added and stirred 1 hour. The product was extracted with ethyl acetate, concentrated and purified by flash column chromatography (silica gel, ethyl acetate/hexanes) to ...